Task: describe an organic reaction: reactants, conditions, products, and yield. Dataset: the Open Reaction Database (ORD), a public repository of structured organic reaction records The reactants are C1CCOC1, CN(CCN1C(=O)CCc2cc([N+](=O)[O-])ccc21)C(=O)Oc1ccccc1, CCO, [H][H]. Yields the product CN(CCN1C(=O)CCc2cc(N)ccc21)C(=O)Oc1ccccc1. RXN SMILES: [CH2:28]1[O:29][CH2:30][CH2:31][CH2:32]1.[CH3:1][N:2]([C:3]([O:4][c:5]1[cH:6][cH:7][cH:8][cH:9][cH:10]1)=[O:11])[CH2:12][CH2:13][N:14]1[C:15](=[O:27])[CH2:16][CH2:17][c:18]2[cH:19][c:20]([N+:24]([O-:25])=[O:26])[cH:21][cH:22][c:23]21.[CH3:35][CH2:36][OH:37].[H:33][H:34]>>[CH3:1][N:2]([C:3]([O:4][c:5]1[cH:6][cH:7][cH:8][cH:9][cH:10]1)=[O:11])[CH2:12][CH2:13][N:14]1[C:15](=[O:27])[CH2:16][CH2:17][c:18]2[cH:19][c:20]([NH2:24])[cH:21][cH:22][c:23]21. The reactants are [Br-], CC(C)(C)c1ccc(C=O)s1, CS(C)=O, C[P+](c1ccccc1)(c1ccccc1)c1ccccc1, [H-], [Na+], O. The product is C=Cc1ccc(C(C)(C)C)s1. Reaction SMILES: [Br-:19].[C:3]([CH3:4])([CH3:5])([CH3:6])[c:7]1[cH:8][cH:9][c:10]([CH:12]=[O:13])[s:11]1.[CH3:15][S:16]([CH3:17])=[O:18].[CH3:20][P+:21]([c:22]1[cH:23][cH:24][cH:25][cH:26][cH:27]1)([c:28]1[cH:29][cH:30][cH:31][cH:32][cH:33]1)[c:34]1[cH:35][cH:36][cH:37][cH:38][cH:39]1.[H-:1].[Na+:2].[OH2:14]>>[C:3]([CH3:4])([CH3:5])([CH3:6])[c:7]1[cH:8][cH:9][c:10]([CH:12]=[CH2:15])[s:11]1. Starting materials: ClC1=C(C=CC=C1)C(N1C2CC(CC1CC2)(O)C2=NC=NC=C2Br)C2=C(C=CC=C2)Cl (8-[Bis(2-chlorophenyl)methyl]-3-(5-bromo-4-pyrimidinyl)-8-azabicyclo-[3.2.1]octan-3-ol). The reagents and catalysts are [Pd].CC(=O)[O-].CC(=O)[O-].[Pb+2] (Lindlar catalyst). Solvent: CO.CCOC(=O)C (CH3OH EtOAc), N.CO (NH3 CH3OH). Yields the product ClC1=C(C=CC=C1)C(N1C2CC(CC1CC2)(O)C2=NC=NC=C2)C2=C(C=CC=C2)Cl (8-[Bis(2-chlorophenyl)methyl]-3-(4-pyrimidinyl)-8-azabicyclo[3.2.1]octan-3-ol). RXN SMILES: [Cl:1][C:2]1[CH:7]=[CH:6][CH:5]=[CH:4][C:3]=1[CH:8]([C:25]1[CH:30]=[CH:29][CH:28]=[CH:27][C:26]=1[Cl:31])[N:9]1[CH:14]2[CH2:15][CH2:16][CH:10]1[CH2:11][C:12]([C:18]1[C:23](Br)=[CH:22][N:21]=[CH:20][N:19]=1)([OH:17])[CH2:13]2>CO.CCOC(C)=O.N.CO.[Pd].CC([O-])=O.CC([O-])=O.[Pb+2]>[Cl:31][C:26]1[CH:27]=[CH:28][CH:29]=[CH:30][C:25]=1[CH:8]([C:3]1[CH:4]=[CH:5][CH:6]=[CH:7][C:2]=1[Cl:1])[N:9]1[CH:14]2[CH2:15][CH2:16][CH:10]1[CH2:11][C:12]([C:18]1[CH:23]=[CH:22][N:21]=[CH:20][N:19]=1)([OH:17])[CH2:13]2 |f:1.2,3.4,5.6.7.8|. Procedure details: Hydrogenate the product of Step 1 (22 mg) in CH3OH-EtOAc (1:1, 10 ml) and NH3/CH3OH (7N, 1 ml) in the presence of Lindlar catalyst at 1 atm for 2 h, filter and concentrate to produce the title compound. 1H NMR (CDCl3) δ9.15 (s, 1H), 8.70 (d, 1H), 8.00 (m, 2H), 7.80 (d, 1H), 7.25 (m, 4H), 7.19 (t, 2H), 5.61 (s, 1H), 3.15 (br s, 2H), 2.50 (dd, 2H), 2.25 (m, 4H), 1.65 (d, 2H). Starting materials: CCCCCC, O=C(O)c1c(F)cc(F)c(F)c1C(=O)O, O. The product is O=C1OC(=O)c2c(F)c(F)cc(F)c21. As a reaction SMILES: [CH3:17][CH2:18][CH2:19][CH2:20][CH2:21][CH3:22].[F:1][c:2]1[c:3]([C:13](=[O:14])[OH:15])[c:4]([C:5](=[O:6])[OH:7])[c:8]([F:12])[cH:9][c:10]1[F:11].[OH2:16]>>[F:1][c:2]1[c:3]2[c:4]([c:8]([F:12])[cH:9][c:10]1[F:11])[C:5](=[O:7])[O:15][C:13]2=[O:14]. The reactants are Br.C(#N)C1=C(C=C(CN2C=NC=C2COC(C)=O)C=C1)F (1-(4-cyano-3-fluorobenzyl)-5-(acetoxymethyl)imidazole hydrobromide), O.[OH-].[Li+] (lithium hydroxide monohydrate). The solvent is C1CCOC1.O (THF water). Run at time 2 hour. The product is C(#N)C1=C(C=C(CN2C=NC=C2CO)C=C1)F (1-(4-Cyano-3-fluorobenzyl)-5-(hydroxymethyl)imidazole). RXN SMILES: Br.[C:2]([C:4]1[CH:20]=[CH:19][C:7]([CH2:8][N:9]2[C:13]([CH2:14][O:15]C(=O)C)=[CH:12][N:11]=[CH:10]2)=[CH:6][C:5]=1[F:21])#[N:3].O.[OH-].[Li+]>C1COCC1.O>[C:2]([C:4]1[CH:20]=[CH:19][C:7]([CH2:8][N:9]2[C:13]([CH2:14][OH:15])=[CH:12][N:11]=[CH:10]2)=[CH:6][C:5]=1[F:21])#[N:3] |f:0.1,2.3.4,5.6|. Procedure: To a solution of 1-(4-cyano-3-fluorobenzyl)-5-(acetoxymethyl)imidazole hydrobromide (as described in Example 14, Step C) (31.87 g, 89.77 mmol) in 300 mL of 2:1 THF/water at 0° C. was added lithium hydroxide monohydrate (7.53 g, 179 mmol). After two hours, the reaction was concentrated in vacuo to a 100 mL volume, stored at 0° C. for 30 minutes, then filtered and washed with 700 mL of cold water to provide a brown solid. This material was dried in vacuo over P2O5 to provide the titled product as ... As a reaction SMILES: [C:29](=[O:30])([O-:31])[O-:32].[CH3:18][O:19][c:20]1[cH:21][c:22]([SH:28])[cH:23][cH:24][c:25]1[O:26][CH3:27].[CH3:35][OH:36].[Cl:1][C:2](=[CH:3][C:4](=[O:5])[O:6][CH3:7])[CH2:8][CH2:9][CH2:10][CH2:11][c:12]1[cH:13][cH:14][cH:15][cH:16][cH:17]1.[K+:33].[K+:34]>>[C:2](=[CH:3][C:4](=[O:5])[O:6][CH3:7])([CH2:8][CH2:9][CH2:10][CH2:11][c:12]1[cH:13][cH:14][cH:15][cH:16][cH:17]1)[S:28][c:22]1[cH:21][c:20]([O:19][CH3:18])[c:25]([O:26][CH3:27])[cH:24][cH:23]1. Product: COC(=O)C=C(CCCCc1ccccc1)Sc1ccc(OC)c(OC)c1. Starting materials: O=C([O-])[O-], COc1ccc(S)cc1OC, CO, COC(=O)C=C(Cl)CCCCc1ccccc1, [K+], [K+]. Starting materials: C(C1=CC=CC=C1)N1C(C2C(C2C1=O)C(=O)O)=O (3-Benzyl-2,4-dioxo-3-azabicyclo[3.1.0]hexane-6-carboxylic acid), O.C1(=CC=C(C=C1)S(=O)(=O)O)C (p-toluenesulfonic acid monohydrate), C([O-])([O-])=O.[Na+].[Na+] (sodium carbonate). Run in C(C)O (ethanol). Product: C(C1=CC=CC=C1)N1C(C2C(C2C1=O)C(=O)OCC)=O (ethyl 3-benzyl-2,4-dioxo-3-azabicyclo[3.1.0]hexane-6-carboxylate). Yield: 726.3%. Reaction SMILES: [CH2:1]([N:8]1[C:13](=[O:14])[CH:12]2[CH:10]([CH:11]2[C:15]([OH:17])=[O:16])[C:9]1=[O:18])[C:2]1[CH:7]=[CH:6][CH:5]=[CH:4][CH:3]=1.O.[C:20]1(C)C=CC(S(O)(=O)=O)=C[CH:21]=1.C(=O)([O-])[O-].[Na+].[Na+]>C(O)C>[CH2:1]([N:8]1[C:9](=[O:18])[CH:10]2[CH:12]([CH:11]2[C:15]([O:17][CH2:20][CH3:21])=[O:16])[C:13]1=[O:14])[C:2]1[CH:3]=[CH:4][CH:5]=[CH:6][CH:7]=1 |f:1.2,3.4.5|. Procedure: 3-Benzyl-2,4-dioxo-3-azabicyclo[3.1.0]hexane-6-carboxylic acid (1.50 g, 6.13 mmol) was suspended in ethanol (30 ml), followed by adding p-toluenesulfonic acid monohydrate (145 mg, 0.76 mmol), heating the mixture under reflux for 8 hours, adding sodium carbonate to the reaction solution for neutralization, concentrating the mixture under reduced pressure, adding a saturated aqueous sodium bicarbonate to the reaction residue, extracting it with ethyl acetate, washing the extraction solution succes... Starting materials: C(=O)(OCC)CC1=C2C=CNC2=CC=C1 (4-(carboethoxymethyl)indole), BrCC(C(=O)OCC)=NO (ethyl bromopyruvate 2-oxime), C(=O)([O-])[O-].[Na+].[Na+] (Na2CO3). The solvent is C(Cl)Cl (methylene chloride). Run at time 16 hour. The product is ON=C(C(=O)OCC)CC1=CNC2=CC=CC(=C12)CC(=O)OCC (Ethyl α-(hydroxyimino)-β-(4-(carboethoxymethyl)indol-3-yl)-propanoate). Isolated yield 71.6%. As a reaction SMILES: [C:1]([CH2:6][C:7]1[CH:15]=[CH:14][CH:13]=[C:12]2[C:8]=1[CH:9]=[CH:10][NH:11]2)([O:3][CH2:4][CH3:5])=[O:2].Br[CH2:17][C:18](=[N:24][OH:25])[C:19]([O:21][CH2:22][CH3:23])=[O:20].C([O-])([O-])=O.[Na+].[Na+]>C(Cl)Cl>[OH:25][N:24]=[C:18]([CH2:17][C:9]1[C:8]2[C:12](=[CH:13][CH:14]=[CH:15][C:7]=2[CH2:6][C:1]([O:3][CH2:4][CH3:5])=[O:2])[NH:11][CH:10]=1)[C:19]([O:21][CH2:22][CH3:23])=[O:20] |f:2.3.4|. Procedure details: To a solution of 4-(carboethoxymethyl)indole (830 mg, 4.12 mmol) and ethyl bromopyruvate 2-oxime (866 mg, 4.12 mmol) in methylene chloride (40 mL) was added anhydrous Na2CO3 (2.40 g, 22.66 mmol) at ambient temperature. After stirring at ambient temperature for 16 hours, the mixture was filtered and concentrated to dryness. The residue was chromatographed on silica gel eluted with 10% MeOH in CHCl3 /hexane (1:1→2:1) to give 0.98 g of the title compound. TLC Rf=0.61 (10%MeOH/CHCl3). MS(DCl) m/e 33...